From a dataset of the Open Reaction Database (ORD), a public repository of structured organic reaction records. describe an organic reaction: reactants, conditions, products, and yield Starting materials: N1=CC=C(C=C1)C(C)(C)O (2-(4-pyridyl)propan-2-ol), C(CCC)[Li] (n-butyllithium), C12(CC3CC(CC(C1)C3)C2)C(=O)Cl (1-adamantanecarbonyl chloride). Run in C1CCOC1 (THF), CCCCCC (hexane), C1CCOC1 (THF). Product: C12(CC3CC(CC(C1)C3)C2)C(=O)OC(C)(C)C2=CC=NC=C2 (2-(4-Pyridyl)propan-2-yl 1-adamantanecarboxylate). Yield: 70.8%. As a reaction SMILES: [N:1]1[CH:6]=[CH:5][C:4]([C:7]([OH:10])([CH3:9])[CH3:8])=[CH:3][CH:2]=1.C([Li])CCC.[C:16]12([C:26](Cl)=[O:27])[CH2:25][CH:20]3[CH2:21][CH:22]([CH2:24][CH:18]([CH2:19]3)[CH2:17]1)[CH2:23]2>C1COCC1.CCCCCC>[C:16]12([C:26]([O:10][C:7]([C:4]3[CH:5]=[CH:6][N:1]=[CH:2][CH:3]=3)([CH3:9])[CH3:8])=[O:27])[CH2:23][CH:22]3[CH2:21][CH:20]([CH2:19][CH:18]([CH2:24]3)[CH2:17]1)[CH2:25]2. Reported procedure: The method followed that described in Example 1, but using 2-(4-pyridyl)propan-2-ol (0.69 g, 5.0 mmol) in THF (20 ml), n-butyllithium (2.5 M; 2.0 ml, 5.0 mmol) in hexane, and 1-adamantanecarbonyl chloride (1.09 g, 5.5 mmol) in THF (6 ml). Chromatography, on elution with ether-petrol-triethylamine 50:50:1, gave the title compound (1.06 g, 71%) as an oil. IR νmax 1730 cm-1 ; 1H-NMR (CDCl3) δ1.71 (6H, s, CMe2), 1.71 and 1.90 (12H, 2s, adamantyl CH2), 2.02 (3H, s, adamantyl CH), 7.23 (2H, d, J 6.1 H... Reactants: COCCN(CCOC)S(F)(F)F, ClCCl, [Na+], O=C([O-])O, O, O=C(CN1C2CC=CC1(O)CC2)C1c2ccccc2-c2cccc(O)c21. Product: O=C(CN1C2CC=CC1(O)CC2)C1c2ccccc2-c2cccc(F)c21. Reaction SMILES: [CH3:1][O:2][CH2:3][CH2:4][N:5]([S:6]([F:7])([F:8])[F:11])[CH2:9][CH2:10][O:12][CH3:13].[Cl:46][CH2:47][Cl:48].[Na+:45].[O-:41][C:42]([OH:43])=[O:44].[OH2:40].[OH:14][c:15]1[cH:16][cH:17][cH:18][c:19]2[c:27]1[CH:26]([C:28](=[O:29])[CH2:30][N:31]1[C:32]3([OH:39])[CH:33]=[CH:34][CH2:35][CH:36]1[CH2:37][CH2:38]3)[c:25]1[c:20]-2[cH:21][cH:22][cH:23][cH:24]1>>[F:11][c:15]1[cH:16][cH:17][cH:18][c:19]2[c:27]1[CH:26]([C:28](=[O:29])[CH2:30][N:31]1[C:32]3([OH:39])[CH:33]=[CH:34][CH2:35][CH:36]1[CH2:37][CH2:38]3)[c:25]1[c:20]-2[cH:21][cH:22][cH:23][cH:24]1. Reactants: COCc1cc2c(Br)ccc(OC)c2o1, CN(C)C=O, [H-], [Na+]. Product: COCc1cc2c(Br)ccc(O)c2o1. Reaction SMILES: [Br:3][c:4]1[cH:5][cH:6][c:7]([O:16][CH3:17])[c:8]2[c:9]1[cH:10][c:11]([CH2:13][O:14][CH3:15])[o:12]2.[CH3:18][N:19]([CH3:20])[CH:21]=[O:22].[H-:1].[Na+:2]>>[Br:3][c:4]1[cH:5][cH:6][c:7]([OH:16])[c:8]2[c:9]1[cH:10][c:11]([CH2:13][O:14][CH3:15])[o:12]2. The reactants are Cl.NC1=C(C=CC2=CC=CC=C12)O (1-Aminonaphthalen-2-ol hydrochloride), Cl.ClCCN(C)CCCl (2-chloro-N-(chloroethyl)-N-methylethanamine hydrochloride), C([O-])([O-])=O.[Na+].[Na+] (sodium carbonate). The solvent is C(CCC)O (1-butanol). Run at time 48 hour. Yields the product CN1CCN(CC1)C1=C(C=CC2=CC=CC=C12)O (1-(4-methylpiperazin-1-yl)naphthalen-2-ol). RXN SMILES: Cl.[NH2:2][C:3]1[C:12]2[C:7](=[CH:8][CH:9]=[CH:10][CH:11]=2)[CH:6]=[CH:5][C:4]=1[OH:13].Cl.Cl[CH2:16][CH2:17][N:18]([CH2:20][CH2:21]Cl)[CH3:19].C(=O)([O-])[O-].[Na+].[Na+]>C(O)CCC>[CH3:19][N:18]1[CH2:20][CH2:21][N:2]([C:3]2[C:12]3[C:7](=[CH:8][CH:9]=[CH:10][CH:11]=3)[CH:6]=[CH:5][C:4]=2[OH:13])[CH2:16][CH2:17]1 |f:0.1,2.3,4.5.6|. Procedure: 1-Aminonaphthalen-2-ol hydrochloride (5 g, 25.6 mmol) is brought to the reflux point of 1-butanol (100 ml) in the presence of 2-chloro-N-(chloroethyl)-N-methylethanamine hydrochloride (4.9 g, 25.6 mmol) and sodium carbonate (5.4 g, 51 mmol). After 48 h, the reaction mixture is concentrated and impregnated onto silica and then purified by flash chromatography with a mixture (93/7/1) of dichloromethane/methanol/aqueous ammonia.